From a dataset of the Open Reaction Database (ORD), a public repository of structured organic reaction records. describe an organic reaction: reactants, conditions, products, and yield As a reaction SMILES: [Li+].[OH-].[C:3]([O:7][C:8]([N:10]([CH3:50])[C@@H:11]([CH3:49])[C:12]([NH:14][C@H:15]1[C@H:21]([CH3:22])[O:20][C:19]2[CH:23]=[CH:24][CH:25]=[CH:26][C:18]=2[N:17]([CH2:27][C:28]2[C:36]3[C:31](=[CH:32][CH:33]=[CH:34][CH:35]=3)[N:30]([C:37]3[CH:45]=[CH:44][C:40]([C:41]([O-:43])=[O:42])=[CH:39][C:38]=3[C:46]#[N:47])[N:29]=2)[C:16]1=[O:48])=[O:13])=[O:9])([CH3:6])([CH3:5])[CH3:4].O.C(O)(=O)CC(CC(O)=O)(C(O)=O)O>C1COCC1>[C:3]([O:7][C:8]([N:10]([CH3:50])[C@@H:11]([CH3:49])[C:12]([NH:14][C@H:15]1[C@H:21]([CH3:22])[O:20][C:19]2[CH:23]=[CH:24][CH:25]=[CH:26][C:18]=2[N:17]([CH2:27][C:28]2[C:36]3[C:31](=[CH:32][CH:33]=[CH:34][CH:35]=3)[N:30]([C:37]3[CH:45]=[CH:44][C:40]([C:41]([OH:43])=[O:42])=[CH:39][C:38]=3[C:46]#[N:47])[N:29]=2)[C:16]1=[O:48])=[O:13])=[O:9])([CH3:6])([CH3:4])[CH3:5] |f:0.1|. Procedure: LiOH (1 N, 448 μl, 448 μmol, Eq: 1.3) was added to a solution of 4-(3-(((2S,3S)-3-((S)-2-(tert-butoxycarbonyl(methyl)amino)propanamido)-2-methyl-4-oxo-3,4-dihydrobenzo[b][1,4]oxazepin-5(2H)-yl)methyl)-1H-indazol-1-yl)-3-cyanobenzoate (230 mg, 345 μmol, Eq: 1.00) in THF (7 mL) at 0° C. and H2O (3 mL) was added. After 7 h the mixture was acidified with citric acid to pH 4-5 and was extracted with EtOAc. The combined extracts were washed with H2O, dried over Na2SO4 and concentrated to give 4-(3-(((... Yield: 97.7%. Reactants: C(CC(O)(C(=O)O)CC(=O)O)(=O)O (citric acid), [Li+].[OH-] (LiOH), C(C)(C)(C)OC(=O)N([C@H](C(=O)N[C@@H]1C(N(C2=C(O[C@H]1C)C=CC=C2)CC2=NN(C1=CC=CC=C21)C2=C(C=C(C(=O)[O-])C=C2)C#N)=O)C)C (4-(3-(((2S,3S)-3-((S)-2-(tert-butoxycarbonyl(methyl)amino)propanamido)-2-methyl-4-oxo-3,4-dihydrobenzo[b][1,4]oxazepin-5(2H)-yl)methyl)-1H-indazol-1-yl)-3-cyanobenzoate), O (H2O). Run in C1CCOC1 (THF). Product: C(C)(C)(C)OC(=O)N([C@H](C(=O)N[C@@H]1C(N(C2=C(O[C@H]1C)C=CC=C2)CC2=NN(C1=CC=CC=C21)C2=C(C=C(C(=O)O)C=C2)C#N)=O)C)C (4-(3-(((2S,3S)-3-((S)-2-(tert-butoxycarbonyl(methyl)amino)propanamido)-2-methyl-4-oxo-3,4-dihydrobenzo[b][1,4]oxazepin-5(2H)-yl)methyl)-1H-indazol-1-yl)-3-cyanobenzoic acid). Starting materials: NC(CC[C@H]1CCC([C@@H]1CCCCCCC(=O)OCC)=O)CCCCC (ethyl 15-amino-9-oxo-prostanoate), [Cl-].[Na+] (sodium chloride), [OH-].[K+] (potassium hydroxide), Cl (hydrochloric acid). Run in CO.O (methanol water). Product: Cl.NC(CC[C@H]1CCC([C@@H]1CCCCCCC(=O)O)=O)CCCCC (15-amino-9-oxoprostanoic acid hydrochloride). As a reaction SMILES: [NH2:1][CH:2]([CH2:22][CH2:23][CH2:24][CH2:25][CH3:26])[CH2:3][CH2:4][C@@H:5]1[C@@H:9]([CH2:10][CH2:11][CH2:12][CH2:13][CH2:14][CH2:15][C:16]([O:18]CC)=[O:17])[C:8](=[O:21])[CH2:7][CH2:6]1.[OH-].[K+].[ClH:29].[Cl-].[Na+]>CO.O>[ClH:29].[NH2:1][CH:2]([CH2:22][CH2:23][CH2:24][CH2:25][CH3:26])[CH2:3][CH2:4][C@@H:5]1[C@@H:9]([CH2:10][CH2:11][CH2:12][CH2:13][CH2:14][CH2:15][C:16]([OH:18])=[O:17])[C:8](=[O:21])[CH2:7][CH2:6]1 |f:1.2,4.5,6.7,8.9|. Reported procedure: A solution of 1 g. of ethyl 15-amino-9-oxo-prostanoate (Example 143) in 15 ml. of methanol-water (1:1) containing 445 mg. of potassium hydroxide is stirred at ambient temperature for 18 hours. The solution is acidifed with hydrochloric acid, saturated with sodium chloride, and extracted several times with methylene chloride. The organic phase is dried with anhydrous magnesium sulfate and taken to dryness to give a viscous oil; λ max. 2.80 - 3.70 (broad), 5.75, and 5.87 μ. Reactants: CC(=O)OCC1OC(c2ccc(Cl)c(Cc3ccc(Br)s3)c2)C(OC(C)=O)C(OC(C)=O)C1OC(C)=O, CCCC[Sn](CCCC)(CCCC)c1nnn(COCc2ccccc2)n1. Yields the product CC(=O)OCC1OC(c2ccc(Cl)c(Cc3ccc(-c4nnn(COCc5ccccc5)n4)s3)c2)C(OC(C)=O)C(OC(C)=O)C1OC(C)=O. As a reaction SMILES: [C:1]([CH3:2])(=[O:3])[O:4][CH:5]1[CH:6]([c:24]2[cH:25][c:26]([CH2:31][c:32]3[s:33][c:34]([Br:37])[cH:35][cH:36]3)[c:27]([Cl:30])[cH:28][cH:29]2)[O:7][CH:8]([CH2:19][O:20][C:21]([CH3:22])=[O:23])[CH:9]([O:15][C:16]([CH3:17])=[O:18])[CH:10]1[O:11][C:12]([CH3:13])=[O:14].[CH2:38]([c:39]1[cH:40][cH:41][cH:42][cH:43][cH:44]1)[O:45][CH2:46][n:47]1[n:48][c:49]([Sn:52]([CH2:53][CH2:54][CH2:55][CH3:56])([CH2:57][CH2:58][CH2:59][CH3:60])[CH2:61][CH2:62][CH2:63][CH3:64])[n:50][n:51]1>>[C:1]([CH3:2])(=[O:3])[O:4][CH:5]1[CH:6]([c:24]2[cH:25][c:26]([CH2:31][c:32]3[s:33][c:34](-[c:49]4[n:48][n:47]([CH2:46][O:45][CH2:38][c:39]5[cH:40][cH:41][cH:42][cH:43][cH:44]5)[n:51][n:50]4)[cH:35][cH:36]3)[c:27]([Cl:30])[cH:28][cH:29]2)[O:7][CH:8]([CH2:19][O:20][C:21]([CH3:22])=[O:23])[CH:9]([O:15][C:16]([CH3:17])=[O:18])[CH:10]1[O:11][C:12]([CH3:13])=[O:14].